From a dataset of the Open Reaction Database (ORD), a public repository of structured organic reaction records. describe an organic reaction: reactants, conditions, products, and yield The reactants are [H-].[Al+3].[Li+].[H-].[H-].[H-] (lithium aluminum hydride), F[C@H]1C[C@@H]2C(CC[C@H]2[C@H]2[C@H]1C=1C=CC(=CC1CC2)OS(=O)(=O)C)=O (11β-fluoro-3-mesyloxy-gona-1,3,5(10)-trien-17-one). Solvent: C1CCOC1 (THF). Reaction conditions: time 2 hour. Product: F[C@H]1C[C@@H]2C(CC[C@H]2[C@H]2[C@H]1C=1C=CC(=CC1CC2)O)O (11β-Fluoro-gona-1,3,5(10)-triene-3,17-diol). RXN SMILES: [H-].[Al+3].[Li+].[H-].[H-].[H-].[F:7][C@@H:8]1[C@@H:16]2[C:17]3[CH:18]=[CH:19][C:20]([O:25]S(C)(=O)=O)=[CH:21][C:22]=3[CH2:23][CH2:24][C@H:15]2[C@H:14]2[C@@H:10]([C:11](=[O:30])[CH2:12][CH2:13]2)[CH2:9]1>C1COCC1>[F:7][C@@H:8]1[C@@H:16]2[C:17]3[CH:18]=[CH:19][C:20]([OH:25])=[CH:21][C:22]=3[CH2:23][CH2:24][C@H:15]2[C@H:14]2[C@@H:10]([CH:11]([OH:30])[CH2:12][CH2:13]2)[CH2:9]1 |f:0.1.2.3.4.5|. Procedure: 200 mg of lithium aluminum hydride is added to the solution of 90 mg of 11β-fluoro-3-mesyloxy-gona-1,3,5(10)-trien-17-one in 10 ml of anhydrous THF, and it is stirred for 2 hours while being cooled with ice, for 16 hours at room temperature and for 1 hour under reflux. After cooling, it is mixed with saturated common salt solution, extracted with ethyl acetate, the organic phase is dried with sodium sulfate, and the solvent is concentrated by evaporation. The residue is chromatographed on silica... Starting materials: BrC(Br)(Br)Br, ClCCl, CCC(=CCc1c(OC)c(C)c2c(c1OCC[Si](C)(C)C)C(=O)OC2)CO, c1ccc(P(c2ccccc2)c2ccccc2)cc1. Yields the product CCC(=CCc1c(OC)c(C)c2c(c1OCC[Si](C)(C)C)C(=O)OC2)CBr. Reaction SMILES: [C:47]([Br:48])([Br:49])([Br:50])[Br:51].[Cl:52][CH2:53][Cl:54].[OH:20][CH2:21][C:22](=[CH:23][CH2:24][c:25]1[c:26]([O:43][CH3:44])[c:27]([CH3:42])[c:28]2[c:32]([c:33]1[O:34][CH2:35][CH2:36][Si:37]([CH3:38])([CH3:39])[CH3:40])[C:31](=[O:41])[O:30][CH2:29]2)[CH2:45][CH3:46].[c:1]1([P:2]([c:3]2[cH:4][cH:5][cH:6][cH:7][cH:8]2)[c:9]2[cH:10][cH:11][cH:12][cH:13][cH:14]2)[cH:15][cH:16][cH:17][cH:18][cH:19]1>>[CH2:21]([C:22](=[CH:23][CH2:24][c:25]1[c:26]([O:43][CH3:44])[c:27]([CH3:42])[c:28]2[c:32]([c:33]1[O:34][CH2:35][CH2:36][Si:37]([CH3:38])([CH3:39])[CH3:40])[C:31](=[O:41])[O:30][CH2:29]2)[CH2:45][CH3:46])[Br:48]. Run in Cl (hydrochloric acid). The reactants are C(=O)(OC(C)(C)C)N[C@@H](C)C(=O)NCC=1C=C(C=CC1)NC1=NNC2=NC=NC(=C21)NC2=CC(=CC=C2)Cl (3-[3-(N-{N-Boc-L-alanyl}-aminomethyl)-phenylamino]-4-(3-chloro-phenylamino)-1H-pyrazolo[3,4-d]pyrimidine). Conditions: temperature 20 celsius, time 21 hour. RXN SMILES: C([NH:8][C@H:9]([C:11]([NH:13][CH2:14][C:15]1[CH:16]=[C:17]([NH:21][C:22]2[C:30]3[C:25](=[N:26][CH:27]=[N:28][C:29]=3[NH:31][C:32]3[CH:37]=[CH:36][CH:35]=[C:34]([Cl:38])[CH:33]=3)[NH:24][N:23]=2)[CH:18]=[CH:19][CH:20]=1)=[O:12])[CH3:10])(OC(C)(C)C)=O>Cl>[Cl:38][C:34]1[CH:33]=[C:32]([NH:31][C:29]2[N:28]=[CH:27][N:26]=[C:25]3[NH:24][N:23]=[C:22]([NH:21][C:17]4[CH:18]=[CH:19][CH:20]=[C:15]([CH2:14][NH:13][C:11](=[O:12])[C@H:9]([CH3:10])[NH2:8])[CH:16]=4)[C:30]=23)[CH:37]=[CH:36][CH:35]=1. Yields the product ClC=1C=C(C=CC1)NC1=C2C(=NC=N1)NN=C2NC2=CC(=CC=C2)CNC([C@@H](N)C)=O (4-(3chloro-phenylamino)-3-[3-(N-{L-alanyl}-aminomethyl)-phenylamino]-1H-pyrazolo[3,4-d]pyrimidine). Procedure details: A mixture of 300 mg (0.554 mmol) of 3-[3-(N-{N-Boc-L-alanyl}-aminomethyl)-phenylamino]-4-(3-chloro-phenylamino)-1H-pyrazolo[3,4-d]pyrimidine (water content 0.83 %; see Example 98) and 10 ml of 4N methanolic hydrochloric acid is stirred at 20° C. for 21 hours and then concentrated by evaporation in vacuo. Recrystallization of the residue from ethanol/diethyl ether yields 4-(3chloro-phenylamino)-3-[3-(N-{L-alanyl}-aminomethyl)-phenylamino]-1H-pyrazolo[3,4-d]pyrimidine.1.7 hydrochloride having a wa... Reactants: COC=1C=C(C=CC1OC)CCCCC1=CC(=C(C(=C1)OC)OC)OC (1-(3,4-dimethoxyphenyl)-4-(3,4,5-trimethoxyphenyl)-butane), FC(C(=O)O)(F)F (trifluoroacetic acid), ferric perchlorate. Run in ClCCl (dichloromethane), C(C)(=O)OCC (ethyl acetate). Run at time 40 minute. The product is COC1=C(C(=CC2=C1C1=C(CCCC2)C=C(C(=C1)OC)OC)OC)OC (5,6,7,8-tetrahydro-1,2,3,10,11-pentamethoxydibenzo[a,c]cyclooctene), oil. Yield: 24.0%. As a reaction SMILES: [CH3:1][O:2][C:3]1[CH:4]=[C:5]([CH2:11][CH2:12][CH2:13][CH2:14][C:15]2[CH:20]=[C:19]([O:21][CH3:22])[C:18]([O:23][CH3:24])=[C:17]([O:25][CH3:26])[CH:16]=2)[CH:6]=[CH:7][C:8]=1[O:9][CH3:10].FC(F)(F)C(O)=O>ClCCl.C(OCC)(=O)C>[CH3:26][O:25][C:17]1[C:16]2[C:6]3[CH:7]=[C:8]([O:9][CH3:10])[C:3]([O:2][CH3:1])=[CH:4][C:5]=3[CH2:11][CH2:12][CH2:13][CH2:14][C:15]=2[CH:20]=[C:19]([O:21][CH3:22])[C:18]=1[O:23][CH3:24]. Reported procedure: In 1 ml of dichloromethane, 70 mg (0.194 mmol) of 1-(3,4-dimethoxyphenyl)-4-(3,4,5-trimethoxyphenyl)-butane were dissolved. The solution was added with 0.1 ml of trifluoroacetic acid and 180 mg (0.39 mmol) of ferric perchlorate, followed by stirring at room temperature for 40 minutes. The reaction mixture was dissolved in 20 ml of ethyl acetate. The resulting solution was washed with 2N-HCl and then with saturated NaCl. The organic layer was dried over anhydrous magnesium sulfate and the solvent...